From a dataset of the Open Reaction Database (ORD), a public repository of structured organic reaction records. describe an organic reaction: reactants, conditions, products, and yield Reactants: NC(CC(C(=O)OCC)C)C1=C(C=CC=C1OC)OC (ethyl 4-amino-4-(2,6-dimethoxyphenyl)-2-methylbutanoate), COC1=C(C=O)C=C(C=C1)OC(F)(F)F (2-methoxy-5-(trifluoromethoxy)benzaldehyde). Yields the product COC1=C(C(=CC=C1)OC)C1CC(C(N1CC1=C(C=CC(=C1)OC(F)(F)F)OC)=O)C (5-(2,6-dimethoxyphenyl)-1-(2-methoxy-5-(trifluoromethoxy)benzyl)-3-methylpyrrolidin-2-one). As a reaction SMILES: [NH2:1][CH:2]([C:11]1[C:16]([O:17][CH3:18])=[CH:15][CH:14]=[CH:13][C:12]=1[O:19][CH3:20])[CH2:3][CH:4]([CH3:10])[C:5]([O:7]CC)=O.[CH3:21][O:22][C:23]1[CH:30]=[CH:29][C:28]([O:31][C:32]([F:35])([F:34])[F:33])=[CH:27][C:24]=1[CH:25]=O>>[CH3:18][O:17][C:16]1[CH:15]=[CH:14][CH:13]=[C:12]([O:19][CH3:20])[C:11]=1[CH:2]1[N:1]([CH2:25][C:24]2[CH:27]=[C:28]([O:31][C:32]([F:33])([F:34])[F:35])[CH:29]=[CH:30][C:23]=2[O:22][CH3:21])[C:5](=[O:7])[CH:4]([CH3:10])[CH2:3]1. Procedure: Prepared according to the described general procedure 2 (GP2) by reaction of ethyl 4-amino-4-(2,6-dimethoxyphenyl)-2-methylbutanoate with commercially available 2-methoxy-5-(trifluoromethoxy)benzaldehyde. Subsequent purification by preparative HPLC afforded the target compound. LC-MS (conditions A): tR=0.92 min.; [M+H]+: 440.07 g/mol. Reactants: NC(=O)N.C(C1=CC=CC=C1)N.NCCC(=O)O (β-Alanine Benzyl Amine Urea). Solvent: C(=O)O (formic acid). Reaction conditions: time 15 hour. The product is C(C1=CC=CC=C1)N1C2N(CCC1=O)C(N(CC2)CC2=CC=CC=C2)=O (1,7-Dibenzyl-6-oxo-Octahydro-Pyrimido[1,6-a]Pyrimidin-2-One). As a reaction SMILES: [NH2:1][C:2]([NH2:4])=[O:3].[CH2:5]([NH2:12])[C:6]1[CH:11]=[CH:10][CH:9]=[CH:8][CH:7]=1.N[CH2:14][CH2:15][C:16]([OH:18])=O>C(O)=O>[CH2:5]([N:12]1[C:16](=[O:18])[CH2:15][CH2:14][N:1]2[C:2](=[O:3])[N:4]([CH2:5][C:6]3[CH:11]=[CH:10][CH:9]=[CH:8][CH:7]=3)[CH2:16][CH2:15][CH:14]12)[C:6]1[CH:11]=[CH:10][CH:9]=[CH:8][CH:7]=1 |f:0.1.2|. Procedure details: The thiourea group-containing resin of step (C) was treated with formic acid and kept shaking for 15 hrs. The resin was filtered off and the filtrate was concentrated and purified by chromatography (silica gel) to obtain the title compound. The reactants are ClC1=CC=C(C=C1)C1=CC(=NC=C1OCC(F)(F)F)C(=O)O (4-(4-chloro-phenyl)-5-(2,2,2-trifluoro-ethoxy)-pyridine-2-carboxylic acid), CC(C)C1=NC(=NO1)CN (5-(1-methylethyl)-1,2,4-oxadiazole-3-methanamine). The product is ClC1=CC=C(C=C1)C1=CC(=NC=C1OCC(F)(F)F)C(=O)NCC1=NOC(=N1)C(C)C (4-(4-chlorophenyl)-N-((5-isopropyl-1,2,4-oxadiazol-3-yl)methyl)-5-(2,2,2-trifluoroethoxy)picolinamide). Reaction SMILES: [Cl:1][C:2]1[CH:7]=[CH:6][C:5]([C:8]2[C:13]([O:14][CH2:15][C:16]([F:19])([F:18])[F:17])=[CH:12][N:11]=[C:10]([C:20](O)=[O:21])[CH:9]=2)=[CH:4][CH:3]=1.[CH3:23][CH:24]([C:26]1[O:30][N:29]=[C:28]([CH2:31][NH2:32])[N:27]=1)[CH3:25]>>[Cl:1][C:2]1[CH:3]=[CH:4][C:5]([C:8]2[C:13]([O:14][CH2:15][C:16]([F:18])([F:17])[F:19])=[CH:12][N:11]=[C:10]([C:20]([NH:32][CH2:31][C:28]3[N:27]=[C:26]([CH:24]([CH3:25])[CH3:23])[O:30][N:29]=3)=[O:21])[CH:9]=2)=[CH:6][CH:7]=1. Procedure: The title compound was synthesized in analogy to Example 1, using 4-(4-chloro-phenyl)-5-(2,2,2-trifluoro-ethoxy)-pyridine-2-carboxylic acid (example D) and 5-(1-methylethyl)-1,2,4-oxadiazole-3-methanamine, (CAN 936940-30-6) as starting materials; LC-MS (UV peak area/ESI) 100%, 455.1092 (M+H)+. Starting materials: Cc1ccc(Oc2ccc(N)cc2C)cn1, CC#N, Fc1cccc2ncnc(Cl)c12, Cl, C1COCCO1. Yields the product Cc1ccc(Oc2ccc(Nc3ncnc4cccc(F)c34)cc2C)cn1. RXN SMILES: [CH3:1][c:2]1[cH:3][c:4]([NH2:5])[cH:6][cH:7][c:8]1[O:9][c:10]1[cH:11][n:12][c:13]([CH3:16])[cH:14][cH:15]1.[CH3:36][C:37]#[N:38].[Cl:24][c:25]1[n:26][cH:27][n:28][c:29]2[cH:30][cH:31][cH:32][c:33]([F:35])[c:34]12.[ClH:17].[O:18]1[CH2:19][CH2:20][O:21][CH2:22][CH2:23]1>>[CH3:1][c:2]1[cH:3][c:4]([NH:5][c:25]2[n:26][cH:27][n:28][c:29]3[cH:30][cH:31][cH:32][c:33]([F:35])[c:34]23)[cH:6][cH:7][c:8]1[O:9][c:10]1[cH:11][n:12][c:13]([CH3:16])[cH:14][cH:15]1. As a reaction SMILES: [Cl:1][C:2]1[CH:20]=[CH:19][C:5]([O:6][C:7]2[CH:8]=[CH:9][C:10]([CH2:13][C:14](OCC)=[O:15])=[N:11][CH:12]=2)=[CH:4][C:3]=1[C:21]([F:24])([F:23])[F:22].[BH4-].[Na+].O.C(Cl)Cl>C(O)C>[Cl:1][C:2]1[CH:20]=[CH:19][C:5]([O:6][C:7]2[CH:8]=[CH:9][C:10]([CH2:13][CH2:14][OH:15])=[N:11][CH:12]=2)=[CH:4][C:3]=1[C:21]([F:24])([F:22])[F:23] |f:1.2|. Procedure: To a solution of ethyl 2-(5-(4-chloro-3-(trifluoromethyl)phenoxy)pyridin-2-yl)acetate (2 g, 4.45 mmol) in ethanol (20 mL) was added sodium borohydride (1.683 g, 44.5 mmol). The reaction mixture was stirred at 20° C. for 10 hr. To the reaction mixture was added 50 mL of H2O and 50 mL of CH2Cl2. The organic layer was separated and dried over Na2SO4 and concentrated under reduced pressure. The crude product was added to a prep HPLC column eluting with MeCN/TFA 0.1% to provide 2-(5-(4-chloro-3-(trif... Starting materials: ClC1=C(C=C(OC=2C=CC(=NC2)CC(=O)OCC)C=C1)C(F)(F)F (ethyl 2-(5-(4-chloro-3-(trifluoromethyl)phenoxy)pyridin-2-yl)acetate), [BH4-].[Na+] (sodium borohydride), O (H2O), C(Cl)Cl (CH2Cl2). Solvent: C(C)O (ethanol). Product: ClC1=C(C=C(OC=2C=CC(=NC2)CCO)C=C1)C(F)(F)F (2-(5-(4-chloro-3-(trifluoromethyl)phenoxy)pyridin-2-yl)ethanol). Reaction conditions: temperature 20 celsius, time 10 hour. Yield: 35.4%. Reactants: C(C)(C)(C)OC(NC1CCC(CC1)NC(C1=CC(=CC(=C1)O)OC1=CC=C(C=C1)C#N)=O)=O ({4-[3-(4-cyanophenoxy)-5-hydroxybenzoylamino]cyclohexyl}carbamic acid tert-butyl ester), BrCCCC#N (4-bromo-butyronitrile). Product: C(C)(C)(C)OC(NC1CCC(CC1)NC(C1=CC(=CC(=C1)OCCCC#N)OC1=CC=C(C=C1)C#N)=O)=O ({4-[3-(4-cyanophenoxy)-5-(3-cyano propoxy)benzoylamino]cyclohexyl}-carbamic Acid Tert-butyl Ester). Yield: 95.3%. Reaction SMILES: [C:1]([O:5][C:6](=[O:33])[NH:7][CH:8]1[CH2:13][CH2:12][CH:11]([NH:14][C:15](=[O:32])[C:16]2[CH:21]=[C:20]([OH:22])[CH:19]=[C:18]([O:23][C:24]3[CH:29]=[CH:28][C:27]([C:30]#[N:31])=[CH:26][CH:25]=3)[CH:17]=2)[CH2:10][CH2:9]1)([CH3:4])([CH3:3])[CH3:2].Br[CH2:35][CH2:36][CH2:37][C:38]#[N:39]>>[C:1]([O:5][C:6](=[O:33])[NH:7][CH:8]1[CH2:13][CH2:12][CH:11]([NH:14][C:15](=[O:32])[C:16]2[CH:21]=[C:20]([O:22][CH2:35][CH2:36][CH2:37][C:38]#[N:39])[CH:19]=[C:18]([O:23][C:24]3[CH:29]=[CH:28][C:27]([C:30]#[N:31])=[CH:26][CH:25]=3)[CH:17]=2)[CH2:10][CH2:9]1)([CH3:4])([CH3:2])[CH3:3]. Reported procedure: Using 0.75 g (1.66 mmol) of {4-[3-(4-cyanophenoxy)-5-hydroxybenzoylamino]cyclohexyl}carbamic acid tert-butyl ester and 4-bromo-butyronitrile (0.245 g, 1.66 mmol) and following the procedure of Example 42(b) afforded 0.82 g of the required product. 1H NMR (DMSO-d6): δ 1.20 (3H, m), 1.4 (9H, s), 1.8 (4H, m), 2.05 (3H, m), 2.65 (2H, m), 3.2 (1H, m), 3.7 (1H, m), 4.1 (2H, m), 6.76 (1H, d), 6.92 (1H, s), 7.14 (2H, d), 7.2 (1H, s), 7.34 (1H, s), 7.86 (2H, d), 8.28 (1H, d) The reactants are Cl.NCC(=O)N1CCN(CC1)C(C1=C(C=CC=C1)C(F)(F)F)=O (2-amino-1-[4-(2-trifluoromethyl-benzoyl)-piperazin-1-yl]-ethanone hydrochloride salt), CCN(C(C)C)C(C)C (DIPEA), N1=C(C=CC=C1)C1=CC=C(C(=O)O)C=C1 (4-pyridin-2-yl-benzoic acid), C=1C=CC2=C(C1)N=NN2O (HOBT), CCN=C=NCCCN(C)C (EDCI). Run in O (water), C(C)(=O)OCC (ethyl acetate), CN(C)C=O (DMF). Conditions: time 8 hour. Yields the product O=C(CNC(C1=CC=C(C=C1)C1=NC=CC=C1)=O)N1CCN(CC1)C(C1=C(C=CC=C1)C(F)(F)F)=O (N-{2-oxo-2-[4-(2-trifluoromethyl-benzoyl)-piperazin-1-yl]-ethyl}-4-pyridin-2-yl-benzamide). The yield is 19.5%. Reaction SMILES: CCN(C(C)C)C(C)C.[N:10]1[CH:15]=[CH:14][CH:13]=[CH:12][C:11]=1[C:16]1[CH:24]=[CH:23][C:19]([C:20]([OH:22])=O)=[CH:18][CH:17]=1.C1C=CC2N(O)N=NC=2C=1.CCN=C=NCCCN(C)C.Cl.[NH2:47][CH2:48][C:49]([N:51]1[CH2:56][CH2:55][N:54]([C:57](=[O:68])[C:58]2[CH:63]=[CH:62][CH:61]=[CH:60][C:59]=2[C:64]([F:67])([F:66])[F:65])[CH2:53][CH2:52]1)=[O:50]>CN(C=O)C.C(OCC)(=O)C.O>[O:50]=[C:49]([N:51]1[CH2:52][CH2:53][N:54]([C:57](=[O:68])[C:58]2[CH:63]=[CH:62][CH:61]=[CH:60][C:59]=2[C:64]([F:67])([F:66])[F:65])[CH2:55][CH2:56]1)[CH2:48][NH:47][C:20](=[O:22])[C:19]1[CH:18]=[CH:17][C:16]([C:11]2[CH:12]=[CH:13][CH:14]=[CH:15][N:10]=2)=[CH:24][CH:23]=1 |f:4.5|. Procedure: DIPEA (116.32 mg, 0.15 mL, 0.9 mmol) was added to a stirred solution of 4-pyridin-2-yl-benzoic acid (60 mg, 0.3 mmol) in DMF (1.5 mL). HOBT (48 mg, 0.36 mmol) and EDCI (70 mg, 0.36 mmol) were then added at room temperature. After 2 minutes 2-amino-1-[4-(2-trifluoromethyl-benzoyl)-piperazin-1-yl]-ethanone hydrochloride salt (127 mg, 0.36 mmol) was added and the resulting mixture was stirred at room temperature overnight. Cold water was then added and then extrated with ethyl acetate. The organic ... Reactants: CC=1C=C(C=CC1CCCCN1N=NC=C1)O (3-methyl-4-(4-[1,2,3]triazol-1-yl-butyl)phenol), [H-].[Na+] (sodium hydride), O (water), ClCC=1C=CC(=NC1)C1=CC=C(C=C1)Cl (5-Chloromethyl-2-(4-chloro-phenyl)-pyridine). The solvent is CN(C=O)C (N,N-dimethylformamide). Conditions: temperature 0 celsius, time 30 minute. Product: ClC1=CC=C(C=C1)C1=NC=C(C=C1)COC1=CC(=C(C=C1)CCCCN1N=NC=C1)C (2-(4-Chloro-phenyl)-5-[3-methyl-4-(4-[1,2,3]triazol-1-yl-butyl)-phenoxymethyl]-pyridine). Yield: 73.1%. As a reaction SMILES: [CH3:1][C:2]1[CH:3]=[C:4]([OH:17])[CH:5]=[CH:6][C:7]=1[CH2:8][CH2:9][CH2:10][CH2:11][N:12]1[CH:16]=[CH:15][N:14]=[N:13]1.[H-].[Na+].Cl[CH2:21][C:22]1[CH:23]=[CH:24][C:25]([C:28]2[CH:33]=[CH:32][C:31]([Cl:34])=[CH:30][CH:29]=2)=[N:26][CH:27]=1.O>CN(C)C=O>[Cl:34][C:31]1[CH:30]=[CH:29][C:28]([C:25]2[CH:24]=[CH:23][C:22]([CH2:21][O:17][C:4]3[CH:5]=[CH:6][C:7]([CH2:8][CH2:9][CH2:10][CH2:11][N:12]4[CH:16]=[CH:15][N:14]=[N:13]4)=[C:2]([CH3:1])[CH:3]=3)=[CH:27][N:26]=2)=[CH:33][CH:32]=1 |f:1.2|. Procedure details: A solution of 97 mg (0.42 mmol) 3-methyl-4-(4-[1,2,3]triazol-1-yl-butyl)phenol in 4.0 ml N,N-dimethylformamide was treated at 0° C. with 18 mg (0.44 mmol) of 60% sodium hydride and stirred at 0° C. for 30 min. Then 100 mg (0.42 mmol) 5-Chloromethyl-2-(4-chloro-phenyl)-pyridine (GB 1147068) were added and stirred continued over night. After addition of 8 ml water, the precipitate was isolated, washed thoroughly with water, methanol/water 1:1 and diisopropylether. The residue was dried at 40° C. t... The reactants are C(C)(C)N1C(N=C(C2=CC(=CC=C12)OCC#C)C1=CC=C(C=C1)C(C)C)=O (1-isopropyl-4-(4-isopropyl-phenyl)-6-prop-2-ynyloxy-1H-quinazoline-2-one), COC=1C=CC(=CC1)P2(=S)SP(=S)(S2)C=3C=CC(=CC3)OC (Lawesson's reagent). The solvent is C1=CC=CC=C1 (benzene). Conditions: temperature 70 celsius. Yields the product C(C)(C)N1C(N=C(C2=CC(=CC=C12)OCC#C)C1=CC=C(C=C1)C(C)C)=S (1-Isopropyl-4-(4-isopropyl-phenyl)-6-prop-2-ynyloxy-1H-quinazoline-2-thione). Reaction SMILES: [CH:1]([N:4]1[C:13]2[C:8](=[CH:9][C:10]([O:14][CH2:15][C:16]#[CH:17])=[CH:11][CH:12]=2)[C:7]([C:18]2[CH:23]=[CH:22][C:21]([CH:24]([CH3:26])[CH3:25])=[CH:20][CH:19]=2)=[N:6][C:5]1=O)([CH3:3])[CH3:2].COC1C=CC(P2(SP(C3C=CC(OC)=CC=3)(=S)S2)=[S:37])=CC=1>C1C=CC=CC=1>[CH:1]([N:4]1[C:13]2[C:8](=[CH:9][C:10]([O:14][CH2:15][C:16]#[CH:17])=[CH:11][CH:12]=2)[C:7]([C:18]2[CH:23]=[CH:22][C:21]([CH:24]([CH3:26])[CH3:25])=[CH:20][CH:19]=2)=[N:6][C:5]1=[S:37])([CH3:3])[CH3:2]. Procedure details: A suspension of 50 mg (0.139 mmol) 1-isopropyl-4-(4-isopropyl-phenyl)-6-prop-2-ynyloxy-1H-quinazoline-2-one and 56 mg (0.139 mmol) Lawesson's reagent in 2 ml benzene is heated to 70° C. overnight. The reaction mixture is extracted (water/di-chloromethane) and the organic layer is dried and evaporated. Reactants: CC(C)(C)OC(=O)NCCNS(=O)(=O)c1ccc(Br)cc1, O=C([O-])[O-], COCCOC, [Na+], [Na+], OB(O)c1ccc(O)cc1, Cl[Pd]Cl, c1ccc(P(c2ccccc2)c2ccccc2)cc1, c1ccc(P(c2ccccc2)c2ccccc2)cc1. Yields the product CC(C)(C)OC(=O)NCCNS(=O)(=O)c1ccc(-c2ccc(O)cc2)cc1. Reaction SMILES: [Br:11][c:12]1[cH:13][cH:14][c:15]([S:18](=[O:19])(=[O:20])[NH:21][CH2:22][CH2:23][NH:24][C:25]([O:26][C:27]([CH3:28])([CH3:29])[CH3:30])=[O:31])[cH:16][cH:17]1.[C:32](=[O:33])([O-:34])[O-:35].[CH3:79][O:80][CH2:81][CH2:82][O:83][CH3:84].[Na+:36].[Na+:37].[OH:1][c:2]1[cH:3][cH:4][c:5]([B:8]([OH:9])[OH:10])[cH:6][cH:7]1.[Pd:38]([Cl:39])[Cl:40].[c:41]1([P:42]([c:43]2[cH:44][cH:45][cH:46][cH:47][cH:48]2)[c:49]2[cH:50][cH:51][cH:52][cH:53][cH:54]2)[cH:55][cH:56][cH:57][cH:58][cH:59]1.[c:60]1([P:61]([c:62]2[cH:63][cH:64][cH:65][cH:66][cH:67]2)[c:68]2[cH:69][cH:70][cH:71][cH:72][cH:73]2)[cH:74][cH:75][cH:76][cH:77][cH:78]1>>[OH:1][c:2]1[cH:3][cH:4][c:5](-[c:12]2[cH:13][cH:14][c:15]([S:18](=[O:19])(=[O:20])[NH:21][CH2:22][CH2:23][NH:24][C:25]([O:26][C:27]([CH3:28])([CH3:29])[CH3:30])=[O:31])[cH:16][cH:17]2)[cH:6][cH:7]1.